This data is from the Open Reaction Database (ORD), a public repository of structured organic reaction records. The task is: describe an organic reaction: reactants, conditions, products, and yield Reactants: CS(C)=O, NO, N#Cc1cccc(CN2C(=O)C3(COc4cc5c(cc43)CCO5)c3ccccc32)c1. Yields the product NC(=NO)c1cccc(CN2C(=O)C3(COc4cc5c(cc43)CCO5)c3ccccc32)c1. As a reaction SMILES: [CH3:33][S:34](=[O:35])[CH3:36].[NH2:31][OH:32].[O:1]=[C:2]1[N:3]([CH2:22][c:23]2[cH:24][c:25]([C:26]#[N:27])[cH:28][cH:29][cH:30]2)[c:4]2[cH:5][cH:6][cH:7][cH:8][c:9]2[C:10]12[c:11]1[c:12]([cH:15][c:16]3[c:20]([cH:21]1)[CH2:19][CH2:18][O:17]3)[O:13][CH2:14]2>>[O:1]=[C:2]1[N:3]([CH2:22][c:23]2[cH:24][c:25]([C:26]([NH2:27])=[N:31][OH:32])[cH:28][cH:29][cH:30]2)[c:4]2[cH:5][cH:6][cH:7][cH:8][c:9]2[C:10]12[c:11]1[c:12]([cH:15][c:16]3[c:20]([cH:21]1)[CH2:19][CH2:18][O:17]3)[O:13][CH2:14]2.